This data is from the Open Reaction Database (ORD), a public repository of structured organic reaction records. The task is: describe an organic reaction: reactants, conditions, products, and yield Starting materials: C(C)(=O)OCC([C@H]1CC[C@H]2[C@@H]3CC[C@H]4C[C@@H](CC[C@]4(C)[C@H]3[C@H](C[C@]12C)OC(CN(CCC)CCC)=O)O)=O (21-Acetoxy-11β-N,N-dipropylaminoacetoxy-3α-hydroxy-5α-pregnan-20-one), C(O)([O-])=O.[K+] (potassium hydrogen carbonate), ice water. Solvent: CO (methanol). The product is O[C@H]1C[C@@H]2CC[C@H]3[C@@H]4CC[C@H](C(CO)=O)[C@]4(C[C@@H]([C@@H]3[C@]2(CC1)C)OC(CN(CCC)CCC)=O)C (3α,21-Dihydroxy-11β-N,N-dipropylaminoacetoxy-5α-pregnan-20-one). The yield is 29.7%. RXN SMILES: C([O:4][CH2:5][C:6](=[O:38])[C@@H:7]1[C@:24]2([CH3:25])[C@H:10]([C@H:11]3[C@H:21]([C@@H:22]([O:26][C:27](=[O:36])[CH2:28][N:29]([CH2:33][CH2:34][CH3:35])[CH2:30][CH2:31][CH3:32])[CH2:23]2)[C@:19]2([CH3:20])[C@H:14]([CH2:15][C@H:16]([OH:37])[CH2:17][CH2:18]2)[CH2:13][CH2:12]3)[CH2:9][CH2:8]1)(=O)C.C(=O)([O-])O.[K+]>CO>[OH:37][C@@H:16]1[CH2:17][CH2:18][C@@:19]2([CH3:20])[C@@H:14]([CH2:13][CH2:12][C@@H:11]3[C@@H:21]2[C@@H:22]([O:26][C:27](=[O:36])[CH2:28][N:29]([CH2:33][CH2:34][CH3:35])[CH2:30][CH2:31][CH3:32])[CH2:23][C@@:24]2([CH3:25])[C@H:10]3[CH2:9][CH2:8][C@@H:7]2[C:6](=[O:38])[CH2:5][OH:4])[CH2:15]1 |f:1.2|. Reported procedure: 21-Acetoxy-11β-N,N-dipropylaminoacetoxy-3α-hydroxy-5α-pregnan-20-one (800 mg) in methanol (16 ml) was refluxed with 20% aqueous potassium hydrogen carbonate solution (4 ml) under nitrogen for 1 hour. The mixture was poured into ice-water and extracted with ethyl acetate. The organic layer was washed, dried and evaporated. The residue was purified by preparative TLC (ethyl acetate-petroleum ether b.p. 40°-60° (2:1)×2) and triturated with pentane to give title compound (219 mg) m.p. 98°-102°, [α]D...